From a dataset of the Open Reaction Database (ORD), a public repository of structured organic reaction records. describe an organic reaction: reactants, conditions, products, and yield Starting materials: O=C(O)C=Cc1cc(-c2ccc(OC(F)(F)F)cc2)ccc1OCc1ccccc1, CCO, O=[Pt]. Product: O=C(O)CCc1cc(-c2ccc(OC(F)(F)F)cc2)ccc1OCc1ccccc1. RXN SMILES: [CH2:1]([c:2]1[cH:3][cH:4][cH:5][cH:6][cH:7]1)[O:8][c:9]1[c:10]([CH:26]=[CH:27][C:28](=[O:29])[OH:30])[cH:11][c:12](-[c:15]2[cH:16][cH:17][c:18]([O:21][C:22]([F:23])([F:24])[F:25])[cH:19][cH:20]2)[cH:13][cH:14]1.[CH3:33][CH2:34][OH:35].[Pt:31]=[O:32]>>[CH2:1]([c:2]1[cH:3][cH:4][cH:5][cH:6][cH:7]1)[O:8][c:9]1[c:10]([CH2:26][CH2:27][C:28](=[O:29])[OH:30])[cH:11][c:12](-[c:15]2[cH:16][cH:17][c:18]([O:21][C:22]([F:23])([F:24])[F:25])[cH:19][cH:20]2)[cH:13][cH:14]1. The reactants are ClC1=C(C#N)C(=CC=N1)OC (2-chloro-4-methoxynicotinonitrile), C([O-])([O-])=O.[Cs+].[Cs+] (cesium carbonate), C1(=CC=CC=C1)O (phenol). The solvent is O (water), CC(=O)N(C)C (dimethylacetamide). Run at temperature 75 celsius. The product is COC1=CC=NC(=C1C#N)OC1=CC=CC=C1 (4-methoxy-2-phenoxynicotinonitrile). Isolated yield 70.4%. As a reaction SMILES: Cl[C:2]1[N:9]=[CH:8][CH:7]=[C:6]([O:10][CH3:11])[C:3]=1[C:4]#[N:5].C(=O)([O-])[O-].[Cs+].[Cs+].[C:18]1([OH:24])[CH:23]=[CH:22][CH:21]=[CH:20][CH:19]=1>CC(N(C)C)=O.O>[CH3:11][O:10][C:6]1[C:3]([C:4]#[N:5])=[C:2]([O:24][C:18]2[CH:23]=[CH:22][CH:21]=[CH:20][CH:19]=2)[N:9]=[CH:8][CH:7]=1 |f:1.2.3|. Procedure: A solution of 2-chloro-4-methoxynicotinonitrile (1.02 g) in dimethylacetamide (30 mL) was treated with cesium carbonate (2.96 g) followed by phenol (0.683 g) at room temperature. The mixture was heated to 75° C. overnight. The mixture was cooled to room temperature, diluted with water (100 mL) and the precipitated solids collected by filtration, to provide the title compound (0.964 g) with the following physical data. The reactants are NC1=NC(=C(C(=N1)Cl)C#N)C1=CC=CC=C1 (2-amino-4-chloro-6-phenyl-pyrimidine-5-carbonitrile), ( 35 ), ( 100 ), C(C)(C)O (isopropanol), C1CCC2=NCCCN2CC1 (DBU). Run in COCCOC (DME). Product: NC1=NC(=C(C(=N1)OC(C)C)C#N)C1=CC=CC=C1 (2-Amino-4-isopropoxy-6-phenyl-pyrimidine-5-carbonitrile). As a reaction SMILES: [NH2:1][C:2]1[N:7]=[C:6](Cl)[C:5]([C:9]#[N:10])=[C:4]([C:11]2[CH:16]=[CH:15][CH:14]=[CH:13][CH:12]=2)[N:3]=1.[CH:17]([OH:20])([CH3:19])[CH3:18].C1CCN2C(=NCCC2)CC1>COCCOC>[NH2:1][C:2]1[N:7]=[C:6]([O:20][CH:17]([CH3:19])[CH3:18])[C:5]([C:9]#[N:10])=[C:4]([C:11]2[CH:16]=[CH:15][CH:14]=[CH:13][CH:12]=2)[N:3]=1. Procedure details: From 2-amino-4-chloro-6-phenyl-pyrimidine-5-carbonitrile, isopropanol and DBU in DME. EI-MS m/e (%): 254 (M+, 41), 212 ([M—C3H6]+, 55), 184 (35), 170 (100). Reaction conditions: temperature 50 celsius. Reported procedure: 2.5 M HCl (4.5 mL, 0.0113 mol) was added to (1R,5R)-tert-butyl 1-(3-methyl-1,2,4-oxadiazol-5-yl)-3-azabicyclo[3.1.0]hexane-3-carboxylate (143) (0.75 g, 0.0028 mmol) in 4 mL of ethanol. The solution was heated to 50° C. for 2.5 hours, cooled and condensed to a white solid. The material crystallized from 5 mL hot ethanol and 20 mL t-butyl methyl ether. The solids were isolated by filtration and washed with t-butyl methyl ether (2×5 mL) and dried under vacuum over night to 0.48 g white crystalline ... Run in C(C)O (ethanol). Yields the product [C@@]12(CNC[C@@H]2C1)C1=NC(=NO1)C (5-((1R,5R)-3-azabicyclo[3.1.0]hexan-1-yl)-3-methyl-1,2,4-oxadiazole). Reaction SMILES: Cl.[CH3:2][C:3]1[N:7]=[C:6]([C@:8]23[CH2:13][C@H:12]2[CH2:11][N:10](C(OC(C)(C)C)=O)[CH2:9]3)[O:5][N:4]=1>C(O)C>[C@:8]12([C:6]3[O:5][N:4]=[C:3]([CH3:2])[N:7]=3)[CH2:13][C@H:12]1[CH2:11][NH:10][CH2:9]2. The reactants are Cl (HCl), CC1=NOC(=N1)[C@]12CN(C[C@@H]2C1)C(=O)OC(C)(C)C ((1R,5R)-tert-Butyl 1-(3-methyl-1,2,4-oxadiazol-5-yl)-3-azabicyclo[3.1.0]hexane-3-carboxylate). Starting materials: FC1=C(C(=CC=C1)F)C(=O)C1=CC=C(C=C1)OC1OCCCC1 ((2,6-Difluorophenyl)(4-(tetrahydro-2H-pyran-2-yloxy)phenyl)-methanone), C1(CCCC1)[Mg]Br (cyclopentyl magnesium bromide). Yields the product C1(CCCC1)=C(C1=CC=C(C=C1)O)C1=C(C=CC=C1F)F (4-(Cyclopentylidene(2,6-difluorophenyl)methyl)phenol). As a reaction SMILES: [F:1][C:2]1[CH:7]=[CH:6][CH:5]=[C:4]([F:8])[C:3]=1[C:9]([C:11]1[CH:16]=[CH:15][C:14]([O:17]C2CCCCO2)=[CH:13][CH:12]=1)=O.[CH:24]1([Mg]Br)[CH2:28][CH2:27][CH2:26][CH2:25]1>>[C:24]1(=[C:9]([C:3]2[C:4]([F:8])=[CH:5][CH:6]=[CH:7][C:2]=2[F:1])[C:11]2[CH:12]=[CH:13][C:14]([OH:17])=[CH:15][CH:16]=2)[CH2:28][CH2:27][CH2:26][CH2:25]1. Procedure: Compound 12 was synthesized from ketone 5 (1 mmol) and cyclopentyl magnesium bromide (2 mmol) using procedure B described for synthesis of 6. The THP protection group was cleaved under the acidic conditions used. Yield: 18 mg (16%). 1H-NMR (400 MHz, CDCl3): δ ppm 7.26-7.14 (m, 1H), 7.13-7.12 (m, 2H), 6.89-6.85 (m, 2H), 6.76-6.73 (m, 2H), 4.75 (s, 1H), 2.50 (broad t, J=6.4 Hz, 2H), 2.13 (broad t, J=6.4 Hz, 2H), 1.75-1.58 (m, 4H). Starting materials: O.N (ammonia water), C(C=C)(=O)N1C[C@@H](C[C@H]1C(NC=1C=C2C(=NC=NC2=CC1)NC1=CC(=C(C=C1)OCC1=NC=CC=C1)Cl)=O)OC(C)=O ((3R,5S)-acetic acid 1-acryloyl-5-{4-[3-chloro-4-(pyridin-2-ylmethoxy)-phenylamino]-quinazolin-6-ylcarbamoyl}-pyrrolidin-3-ylester), C(Cl)(Cl)Cl (chloroform). Run in CO (methanol), CO (methanol). Conditions: temperature 80 celsius, time 26 hour. Product: ClC=1C=C(C=CC1OCC1=NC=CC=C1)NC1=NC=NC2=CC=C(C=C12)NC(=O)[C@H]1N(C[C@@H](C1)O)C(C=C)=O ((2S,4R)-1-acryloyl-4-hydroxyl-pyrrolidine-2-carboxylic acid {4-[3-chloro-4-(pyridin-2-ylmethoxy)-phenylamino]-quinazolin-6-yl}-amide). The yield is 66.3%. RXN SMILES: O.N.[C:3]([N:7]1[C@H:11]([C:12](=[O:40])[NH:13][C:14]2[CH:15]=[C:16]3[C:21](=[CH:22][CH:23]=2)[N:20]=[CH:19][N:18]=[C:17]3[NH:24][C:25]2[CH:30]=[CH:29][C:28]([O:31][CH2:32][C:33]3[CH:38]=[CH:37][CH:36]=[CH:35][N:34]=3)=[C:27]([Cl:39])[CH:26]=2)[CH2:10][C@@H:9]([O:41]C(=O)C)[CH2:8]1)(=[O:6])[CH:4]=[CH2:5].C(Cl)(Cl)Cl>CO>[Cl:39][C:27]1[CH:26]=[C:25]([NH:24][C:17]2[C:16]3[C:21](=[CH:22][CH:23]=[C:14]([NH:13][C:12]([C@@H:11]4[CH2:10][C@@H:9]([OH:41])[CH2:8][N:7]4[C:3](=[O:6])[CH:4]=[CH2:5])=[O:40])[CH:15]=3)[N:20]=[CH:19][N:18]=2)[CH:30]=[CH:29][C:28]=1[O:31][CH2:32][C:33]1[CH:38]=[CH:37][CH:36]=[CH:35][N:34]=1 |f:0.1|. Reported procedure: 0.32 ml of ammonia water was added to 130 mg of the compound obtained in Example 148 diluted with 10 ml of methanol, and the solution was refluxed with stirring at 80° C. for 26 hours. The reacted solution was cooled to room temperature, and filtered under a reduced pressure to obtain solid. The solid was subjected to column chromatography (eluent-chloroform:methanol=15:1) to obtain the title compound (80 mg, 66%). The reactants are BrCC(=O)OCC (ethyl bromoacetate), COCOC (dimethoxymethane), COCOC (dimethoxymethane), C(C)(=O)C=1COC2=CC=CC=C2C1 (3-acetylchromene), [Cl-].[NH4+] (ammonium chloride). The reagents and catalysts are [Zn] (zinc), BrCC(=O)OCC (ethyl bromoacetate). The solvent is C1CCOC1 (THF), C1=CC=CC=C1 (benzene). Run at time 30 minute. The product is ClC=1C=C2C=C(COC2=C(C1)C)C(=CC(=O)OCC)C (Ethyl 3-(6-Chloro-8-Methyl-2H-Chromen-3-yl)-2-Butenoate). RXN SMILES: Br[CH2:2][C:3]([O:5][CH2:6][CH3:7])=[O:4].[C:8]([C:11]1CO[C:14]2[C:19]([CH:20]=1)=[CH:18][CH:17]=[CH:16][CH:15]=2)(=O)[CH3:9].[Cl-:21].[NH4+].[CH3:23][O:24][CH2:25]OC>BrCC(OCC)=O.C1COCC1.C1C=CC=CC=1.[Zn]>[Cl:21][C:17]1[CH:18]=[C:19]2[C:23](=[C:15]([CH3:14])[CH:16]=1)[O:24][CH2:25][C:11]([C:8]([CH3:9])=[CH:2][C:3]([O:5][CH2:6][CH3:7])=[O:4])=[CH:20]2 |f:2.3|. Procedure details: A volume of dimethoxymethane sufficient to cover 0.108 g-at. of zinc is added into a round-bottomed flask equipped with a stirrer, a dropping funnel, a condenser and a thermometer. A few drops of pure ethyl bromoacetate are then added. The reaction is primed by gentle heating (with the flame of a lighter). The reaction is then maintained by the dropwise addition of 0.1 mmol of ethyl bromoacetate dissolved in anhydrous dimethoxymethane. The rate of addition is adjusted so that the temperature doe... Product: CCOC(=O)CC1(CCC(C=Cc2ccccc2OCCCCCc2ccccc2)Cc2ccc(C(=O)OC)cc2)CC1. Reactants: BrCCCCCc1ccccc1, O=C([O-])[O-], CCOC(=O)CC1(CCC(C=Cc2ccccc2O)Cc2ccc(C(=O)OC)cc2)CC1, CC#N, [K+], [K+]. RXN SMILES: [Br:1][CH2:2][CH2:3][CH2:4][CH2:5][CH2:6][c:7]1[cH:8][cH:9][cH:10][cH:11][cH:12]1.[C:13](=[O:14])([O-:15])[O-:16].[CH2:19]([CH3:20])[O:21][C:22]([CH2:23][C:24]1([CH2:27][CH2:28][CH:29]([CH2:30][c:31]2[cH:32][cH:33][c:34]([C:35](=[O:36])[O:37][CH3:38])[cH:39][cH:40]2)[CH:41]=[CH:42][c:43]2[c:44]([OH:49])[cH:45][cH:46][cH:47][cH:48]2)[CH2:25][CH2:26]1)=[O:50].[CH3:51][C:52]#[N:53].[K+:17].[K+:18]>>[CH2:2]([CH2:3][CH2:4][CH2:5][CH2:6][c:7]1[cH:8][cH:9][cH:10][cH:11][cH:12]1)[O:49][c:44]1[c:43]([CH:42]=[CH:41][CH:29]([CH2:28][CH2:27][C:24]2([CH2:23][C:22]([O:21][CH2:19][CH3:20])=[O:50])[CH2:25][CH2:26]2)[CH2:30][c:31]2[cH:32][cH:33][c:34]([C:35](=[O:36])[O:37][CH3:38])[cH:39][cH:40]2)[cH:48][cH:47][cH:46][cH:45]1. Starting materials: BrC1=C(C(=O)O)C=CC=C1 (2-bromobenzoic acid), S(=O)(Cl)Cl (thionyl chloride). Product: BrC1=C(C(=O)Cl)C=CC=C1 (2-bromobenzoyl chloride). Yield: 100.0%. RXN SMILES: [Br:1][C:2]1[CH:10]=[CH:9][CH:8]=[CH:7][C:3]=1[C:4](O)=[O:5].S(Cl)([Cl:13])=O>>[Br:1][C:2]1[CH:10]=[CH:9][CH:8]=[CH:7][C:3]=1[C:4]([Cl:13])=[O:5]. Procedure: 1.5 g (0.00745 mol) of 2-bromobenzoic acid were dissolved in 25 ml of thionyl chloride under argon and boiled under reflux for 2 hrs. The excess thionyl chloride was distilled off and the residue was taken up twice with 50 ml of toluene and concentrated each time. 1.63 g (100%) of 2-bromobenzoyl chloride were obtained as a yellow solid.